describe an organic reaction: reactants, conditions, products, and yield From a dataset of the Open Reaction Database (ORD), a public repository of structured organic reaction records. Starting materials: O=c1[nH]cnn1-c1ccc(OCC(F)(F)F)cc1, CC(O)C1(c2ccc(F)cc2F)CO1. Product: CC(n1cnn(-c2ccc(OCC(F)(F)F)cc2)c1=O)C1(c2ccc(F)cc2F)CO1. Reaction SMILES: [F:15][C:16]([CH2:17][O:18][c:19]1[cH:20][cH:21][c:22](-[n:25]2[n:26][cH:27][nH:28][c:29]2=[O:30])[cH:23][cH:24]1)([F:31])[F:32].[F:1][c:2]1[c:3]([C:9]2([CH:12]([CH3:13])[OH:14])[O:10][CH2:11]2)[cH:4][cH:5][c:6]([F:8])[cH:7]1>>[F:1][c:2]1[c:3]([C:9]2([CH:12]([CH3:13])[n:28]3[cH:27][n:26][n:25](-[c:22]4[cH:21][cH:20][c:19]([O:18][CH2:17][C:16]([F:15])([F:31])[F:32])[cH:24][cH:23]4)[c:29]3=[O:30])[O:10][CH2:11]2)[cH:4][cH:5][c:6]([F:8])[cH:7]1. Yields the product C(C)(C)C1=C(C(=C2CCCCC2=C1)O)C1=CC=2CCCCC2C=C1 (3-isopropyl-5,5′,6,6′,7,7′,8,8′-octahydro-2,2′-binaphthol). Reagents/catalysts: O.O.O.O.O.O.O.O.O.O.O.O.O.O.O.O.O.O.O.O.O.O.O.O.O.O.O.O.O.O.O.O.O.O.O.O.O.O.O.O.P.[W].[W].[W].[W].[W].[W].[W].[W].[W].[W].[W].[W] (phosphotungstic acid). Procedure details: A mixture of 5,5′,6,6′,7,7′,8,8′-octahydro-2,2′-binaphthol (30.0 g), xylene (5 ml) and phosphotungstic acid (1.5 g) was heated to 140° C. To the mixture was added propylene (8.9 g) slowly via a dry-ice condenser. GC analysis of the reaction mixture indicated that 98% conversion of the 5,5′,6,6′,7,7′,8,8′-octahydro-2,2′-binaphthol. Small amounts of isopropylated xylene were observed as well. The mixture was purified by flash column to give 14.5 g of 3-isopropyl-5,5′,6,6′,7,7′,8,8′-octahydro-2,2′-... Conditions: temperature 140 celsius. As a reaction SMILES: [C:1]1([OH:21])[C:2]([C:11]2[CH:20]=[CH:19][C:18]3[CH2:17][CH2:16][CH2:15][CH2:14][C:13]=3[CH:12]=2)=[CH:3][CH:4]=[C:5]2[C:10]=1[CH2:9][CH2:8][CH2:7][CH2:6]2.[CH2:22]=[CH:23][CH3:24]>O.O.O.O.O.O.O.O.O.O.O.O.O.O.O.O.O.O.O.O.O.O.O.O.O.O.O.O.O.O.O.O.O.O.O.O.O.O.O.O.P.[W].[W].[W].[W].[W].[W].[W].[W].[W].[W].[W].[W].C1(C)C(C)=CC=CC=1>[CH:23]([C:3]1[CH:4]=[C:5]2[C:10]([CH2:9][CH2:8][CH2:7][CH2:6]2)=[C:1]([OH:21])[C:2]=1[C:11]1[CH:20]=[CH:19][C:18]2[CH2:17][CH2:16][CH2:15][CH2:14][C:13]=2[CH:12]=1)([CH3:24])[CH3:22] |f:2.3.4.5.6.7.8.9.10.11.12.13.14.15.16.17.18.19.20.21.22.23.24.25.26.27.28.29.30.31.32.33.34.35.36.37.38.39.40.41.42.43.44.45.46.47.48.49.50.51.52.53.54|. The yield is 42.0%. Solvent: C=1(C(=CC=CC1)C)C (xylene). The reactants are C=1(C(=CC=C2CCCCC12)C1=CC=2CCCCC2C=C1)O (5,5′,6,6′,7,7′,8,8′-octahydro-2,2′-binaphthol), isopropylated xylene, C=CC (propylene), C=1(C(=CC=C2CCCCC12)C1=CC=2CCCCC2C=C1)O (5,5′,6,6′,7,7′,8,8′-octahydro-2,2′-binaphthol). The reactants are CCOc1cc(CCN2CCN(C)CC2)ccc1N, C[O-], CC(C)O, O=C(Nc1c(F)cccc1F)c1cccc(-c2nc3ccccn3c2-c2ccnc(Cl)n2)c1, ClCCl, [Na+], Cc1ccc(S(=O)(=O)O)cc1. The product is CCOc1cc(CCN2CCN(C)CC2)ccc1Nc1nccc(-c2c(-c3cccc(C(=O)Nc4c(F)cccc4F)c3)nc3ccccn23)n1. As a reaction SMILES: [CH2:34]([CH3:35])[O:36][c:37]1[c:38]([NH2:39])[cH:40][cH:41][c:42]([CH2:44][CH2:45][N:46]2[CH2:47][CH2:48][N:49]([CH3:52])[CH2:50][CH2:51]2)[cH:43]1.[CH3:64][O-:65].[CH:70]([OH:71])([CH3:72])[CH3:73].[Cl:1][c:2]1[n:3][cH:4][cH:5][c:6](-[c:8]2[c:9](-[c:17]3[cH:18][c:19]([C:20](=[O:21])[NH:22][c:23]4[c:24]([F:30])[cH:25][cH:26][cH:27][c:28]4[F:29])[cH:31][cH:32][cH:33]3)[n:10][c:11]3[n:12]2[cH:13][cH:14][cH:15][cH:16]3)[n:7]1.[Cl:67][CH2:68][Cl:69].[Na+:66].[c:53]1([CH3:54])[cH:55][cH:56][c:57]([S:58]([OH:59])(=[O:60])=[O:61])[cH:62][cH:63]1>>[c:2]1([NH:39][c:38]2[c:37]([O:36][CH2:34][CH3:35])[cH:43][c:42]([CH2:44][CH2:45][N:46]3[CH2:47][CH2:48][N:49]([CH3:52])[CH2:50][CH2:51]3)[cH:41][cH:40]2)[n:3][cH:4][cH:5][c:6](-[c:8]2[c:9](-[c:17]3[cH:18][c:19]([C:20](=[O:21])[NH:22][c:23]4[c:24]([F:30])[cH:25][cH:26][cH:27][c:28]4[F:29])[cH:31][cH:32][cH:33]3)[n:10][c:11]3[n:12]2[cH:13][cH:14][cH:15][cH:16]3)[n:7]1. The yield is 67.5%. Run at time 2 hour. As a reaction SMILES: [OH:1][C:2]1[C:3]([C:17](=[N:19][NH:20][C:21]([C:23]2[CH:32]=[CH:31][C:26]([C:27]([O:29]C)=[O:28])=[CH:25][CH:24]=2)=[O:22])[CH3:18])=[N:4][N:5]([CH3:16])[C:6]=1[C:7]1[CH:12]=[CH:11][C:10]([CH2:13][CH2:14][CH3:15])=[CH:9][CH:8]=1.CO.[OH-].[Na+].Cl>O>[OH:1][C:2]1[C:3]([C:17](=[N:19][NH:20][C:21]([C:23]2[CH:24]=[CH:25][C:26]([C:27]([OH:29])=[O:28])=[CH:31][CH:32]=2)=[O:22])[CH3:18])=[N:4][N:5]([CH3:16])[C:6]=1[C:7]1[CH:8]=[CH:9][C:10]([CH2:13][CH2:14][CH3:15])=[CH:11][CH:12]=1 |f:2.3|. Product: OC=1C(=NN(C1C1=CC=C(C=C1)CCC)C)C(C)=NNC(=O)C1=CC=C(C(=O)O)C=C1 (4-[(2-{1-[4-hydroxy-1-methyl-5-(4-n-propylphenyl)-1H-pyrazol-3-yl]ethylidene}hydrazino)carbonyl]benzoic acid). The reactants are OC=1C(=NN(C1C1=CC=C(C=C1)CCC)C)C(C)=NNC(=O)C1=CC=C(C(=O)OC)C=C1 (methyl 4-[(2-{1-[4-hydroxy-1-methyl-5-(4-n-propylphenyl)-1H-pyrazol-3-yl]ethylidene}hydrazino)carbonyl]benzoate), CO (methanol), Cl (hydrochloric acid), [OH-].[Na+] (sodium hydroxide). Reported procedure: To methyl 4-[(2-{1-[4-hydroxy-1-methyl-5-(4-n-propylphenyl)-1H-pyrazol-3-yl]ethylidene}hydrazino)carbonyl]benzoate (0.166 mmol, 72.2 mg), methanol was added, and 1 M aqueous sodium hydroxide (5 eq., 0.831 mL) was added at room temperature. After 10 minutes of stirring at room temperature and 2 hours of stirring at 60° C., the reactor was cooled to room temperature, and 1 M hydrochloric acid (5 eq., 0.831 mL) and water were added. The precipitated solid was recovered by filtration, washed with wa... Solvent: O (water). Reactants: O=C([O-])[O-], C1COCCO1, COc1ccc(N(C)C(=O)CN(C)C)cc1NC(=O)OC(C)(C)C, CCOC(C)=O, Cl, [K+], [K+], O. The product is COc1ccc(N(C)C(=O)CN(C)C)cc1N. Reaction SMILES: [C:32](=[O:33])([O-:34])[O-:35].[CH2:38]1[O:39][CH2:40][CH2:41][O:42][CH2:43]1.[CH3:1][N:2]([CH2:3][C:4](=[O:5])[N:6]([c:7]1[cH:8][cH:9][c:10]([O:21][CH3:22])[c:11]([NH:13][C:14](=[O:15])[O:16][C:17]([CH3:18])([CH3:19])[CH3:20])[cH:12]1)[CH3:23])[CH3:24].[CH3:26][CH2:27][O:28][C:29](=[O:30])[CH3:31].[ClH:25].[K+:36].[K+:37].[OH2:44]>>[CH3:1][N:2]([CH2:3][C:4](=[O:5])[N:6]([c:7]1[cH:8][cH:9][c:10]([O:21][CH3:22])[c:11]([NH2:13])[cH:12]1)[CH3:23])[CH3:24]. Reactants: C12C(C3CC(CC(C1)C3)C2)=O (2-adamantanone), S(O)(O)(=O)=O (sulfuric acid), CCOCC (Ether), [C-]#N.[Na+] (sodium cyanide). Solvent: CO (methanol). The product is C(#N)C1(C2CC3CC(CC1C3)C2)O (2-Cyanoadamantan-2-ol). Yield: 80.9%. As a reaction SMILES: [CH:1]12[CH2:10][CH:5]3[CH2:6][CH:7]([CH2:9][CH:3]([CH2:4]3)[C:2]1=[O:11])[CH2:8]2.S(=O)(=O)(O)O.[C-:17]#[N:18].[Na+].CCOCC>CO>[C:17]([C:2]1([OH:11])[CH:3]2[CH2:9][CH:7]3[CH2:6][CH:5]([CH2:10][CH:1]1[CH2:8]3)[CH2:4]2)#[N:18] |f:2.3|. Procedure details: To a well stirred solution of 2-adamantanone (45.0 grams, 0.3 mol) in 200 ml methanol were added 50 ml concentrated sulfuric acid at a rate that caused the solution to reflux. Then a saturated aqueous solution of sodium cyanide (88.2 grams, 0.6 mol) was added, and the mixture was first refluxed for 1 hour and then stirred at room temperature for 3 additional hours. Ether was added, and the organic solution was decanted from the precipitated salts. The ether solution was washed with an aqueous so...